Dataset: the Open Reaction Database (ORD), a public repository of structured organic reaction records. Task: describe an organic reaction: reactants, conditions, products, and yield The reactants are CC=1C(=CC2=C(OCO2)C1)C(=O)O (6-methylbenzo[d][1,3]dioxole-5-carboxylic acid), CCCC(CCC)N (heptan-4-amine). Yields the product CCCC(CCC)NC(=O)C1=CC2=C(OCO2)C=C1C (N-(heptan-4-yl)-6-methylbenzo[d][1,3]-dioxole-5-carboxamide). As a reaction SMILES: [CH3:1][C:2]1[C:3]([C:11]([OH:13])=O)=[CH:4][C:5]2[O:9][CH2:8][O:7][C:6]=2[CH:10]=1.[CH3:14][CH2:15][CH2:16][CH:17]([NH2:21])[CH2:18][CH2:19][CH3:20]>>[CH3:14][CH2:15][CH2:16][CH:17]([NH:21][C:11]([C:3]1[C:2]([CH3:1])=[CH:10][C:6]2[O:7][CH2:8][O:9][C:5]=2[CH:4]=1)=[O:13])[CH2:18][CH2:19][CH3:20]. Procedure details: Prepared in a similar manner to example 4 using 6-methylbenzo[d][1,3]dioxole-5-carboxylic acid and heptan-4-amine. MS (M+H, 278.67).